The task is: describe an organic reaction: reactants, conditions, products, and yield. This data is from the Open Reaction Database (ORD), a public repository of structured organic reaction records. The reactants are BrC=1C=C2C(=CNC(C2=CC1)=O)S[C@@H]1C[C@H](N(CC1)C(=O)OC(C)(C)C)CO[Si](C1=CC=CC=C1)(C1=CC=CC=C1)C(C)(C)C (tert-Butyl (2S,4S)-4-[(6-bromo-1-oxo-1,2-dihydroisoquinolin-4-yl)sulfanyl]-2-({[tert-butyl(diphenyl)silyl]oxy}methyl)piperidine-1-carboxylate), CS(=O)(=O)OCC(CO[Si](C)(C)C(C)(C)C)(C)C (3-(tert-butyldimethylsilyloxy)-2,2-dimethylpropyl methanesulfonate). Yields the product BrC=1C=C2C(=CN(C(C2=CC1)=O)CC(CO[Si](C)(C)C(C)(C)C)(C)C)S[C@@H]1C[C@H](N(CC1)C(=O)OC(C)(C)C)CO[Si](C1=CC=CC=C1)(C1=CC=CC=C1)C(C)(C)C (tert-butyl (2S,4S)-4-{[6-bromo-2-(3-{[tert-butyl(dimethyl)silyl]oxy}-2,2-dimethylpropyl)-1-oxo-1,2-dihydroisoquinolin-4-yl]sulfanyl}-2-({[tert-butyl(diphenyl)silyl]oxy}methyl)piperidine-1-carboxylate). Yield: 99.7%. Reaction SMILES: [Br:1][C:2]1[CH:3]=[C:4]2[C:9](=[CH:10][CH:11]=1)[C:8](=[O:12])[NH:7][CH:6]=[C:5]2[S:13][C@H:14]1[CH2:19][CH2:18][N:17]([C:20]([O:22][C:23]([CH3:26])([CH3:25])[CH3:24])=[O:21])[C@H:16]([CH2:27][O:28][Si:29]([C:42]([CH3:45])([CH3:44])[CH3:43])([C:36]2[CH:41]=[CH:40][CH:39]=[CH:38][CH:37]=2)[C:30]2[CH:35]=[CH:34][CH:33]=[CH:32][CH:31]=2)[CH2:15]1.CS(O[CH2:51][C:52]([CH3:63])([CH3:62])[CH2:53][O:54][Si:55]([C:58]([CH3:61])([CH3:60])[CH3:59])([CH3:57])[CH3:56])(=O)=O>>[Br:1][C:2]1[CH:3]=[C:4]2[C:9](=[CH:10][CH:11]=1)[C:8](=[O:12])[N:7]([CH2:51][C:52]([CH3:63])([CH3:62])[CH2:53][O:54][Si:55]([C:58]([CH3:61])([CH3:60])[CH3:59])([CH3:56])[CH3:57])[CH:6]=[C:5]2[S:13][C@H:14]1[CH2:19][CH2:18][N:17]([C:20]([O:22][C:23]([CH3:24])([CH3:26])[CH3:25])=[O:21])[C@H:16]([CH2:27][O:28][Si:29]([C:42]([CH3:45])([CH3:44])[CH3:43])([C:36]2[CH:37]=[CH:38][CH:39]=[CH:40][CH:41]=2)[C:30]2[CH:35]=[CH:34][CH:33]=[CH:32][CH:31]=2)[CH2:15]1. Reported procedure: tert-Butyl (2S,4S)-4-[(6-bromo-1-oxo-1,2-dihydroisoquinolin-4-yl)sulfanyl]-2-({[tert-butyl(diphenyl)silyl]oxy}methyl)piperidine-1-carboxylate (Example 67e, 0.68 g) and 3-(tert-butyldimethylsilyloxy)-2,2-dimethylpropyl methanesulfonate (0.315 g) were reacted by the method of Example 58c to afford crude tert-butyl (2S,4S)-4-{[6-bromo-2-(3-{[tert-butyl(dimethyl)silyl]oxy}-2,2-dimethylpropyl)-1-oxo-1,2-dihydroisoquinolin-4-yl]sulfanyl}-2-({[tert-butyl(diphenyl)silyl]oxy}methyl)piperidine-1-carboxyla...